Dataset: the Open Reaction Database (ORD), a public repository of structured organic reaction records. Task: describe an organic reaction: reactants, conditions, products, and yield The reactants are C1(CCCCC1)N(C(C1=CC=CC=C1)=O)CCCCCCO (N-cyclohexyl-N-(6-hydroxyhexyl)benzamide), CC(=O)OI1(C=2C=CC=CC2C(=O)O1)(OC(=O)C)OC(=O)C (Dess-Martin reagent). Run in C(Cl)Cl (methylene chloride), C(Cl)Cl (methylene chloride). Conditions: time 4 hour. Yields the product C1(CCCCC1)N(C(C1=CC=CC=C1)=O)CCCCCC=O (N-cyclohexyl-N-(6-oxohexyl)benzamide). Isolated yield 79.8%. RXN SMILES: [CH:1]1([N:7]([CH2:16][CH2:17][CH2:18][CH2:19][CH2:20][CH2:21][OH:22])[C:8](=[O:15])[C:9]2[CH:14]=[CH:13][CH:12]=[CH:11][CH:10]=2)[CH2:6][CH2:5][CH2:4][CH2:3][CH2:2]1.CC(OI1(OC(C)=O)(OC(C)=O)OC(=O)C2C=CC=CC1=2)=O>C(Cl)Cl>[CH:1]1([N:7]([CH2:16][CH2:17][CH2:18][CH2:19][CH2:20][CH:21]=[O:22])[C:8](=[O:15])[C:9]2[CH:14]=[CH:13][CH:12]=[CH:11][CH:10]=2)[CH2:2][CH2:3][CH2:4][CH2:5][CH2:6]1. Procedure: N-cyclohexyl-N-(6-hydroxyhexyl)benzamide (136 mg, 0.45 mmol) was dissolved in methylene chloride (6 mL) and treated with Dess-Martin reagent (247.0 mg, 0.58 mmol). The oxidation was finished in 4 hours. The mixture was diluted with methylene chloride and washed with saturated bicarbonate and sodium thiosulfate (5%). The organic phase was concentrated and purified on silica gel with ethyl acetate: hexanes from 0:1 to 2:8 gave the desired product as a clear oil (108.2 mg, 80%). 1H NMR (300 MHz, CD... Starting materials: NC=1C=C(C=CC1)C1=CC2=C(N=C(S2)NC(C)=O)C=C1 (N-(6-(3-aminophenyl)benzo[d]thiazol-2-yl)acetamide), N1=CC=CC=C1 (pyridine), ClCCl (dichloromethane), COC1=CC=C(C=C1)S(=O)(=O)Cl (4-methoxybenzene-1-sulfonyl chloride), N1CCCC1 (pyrrolidine). Conditions: time 4 hour. The product is COC1=CC=C(C=C1)S(=O)(=O)NC=1C=C(C=CC1)C1=CC2=C(N=C(S2)NC(C)=O)C=C1 (N-(6-(3-(4-methoxyphenylsulfonamido)phenyl)benzo[d]thiazol-2-yl)acetamide). The yield is 77.2%. RXN SMILES: [NH2:1][C:2]1[CH:3]=[C:4]([C:8]2[CH:20]=[CH:19][C:11]3[N:12]=[C:13]([NH:15][C:16](=[O:18])[CH3:17])[S:14][C:10]=3[CH:9]=2)[CH:5]=[CH:6][CH:7]=1.N1C=CC=CC=1.ClCCl.[CH3:30][O:31][C:32]1[CH:37]=[CH:36][C:35]([S:38](Cl)(=[O:40])=[O:39])=[CH:34][CH:33]=1.N1CCCC1>>[CH3:30][O:31][C:32]1[CH:33]=[CH:34][C:35]([S:38]([NH:1][C:2]2[CH:3]=[C:4]([C:8]3[CH:20]=[CH:19][C:11]4[N:12]=[C:13]([NH:15][C:16](=[O:18])[CH3:17])[S:14][C:10]=4[CH:9]=3)[CH:5]=[CH:6][CH:7]=2)(=[O:40])=[O:39])=[CH:36][CH:37]=1. Procedure: To a mixture of N-(6-(3-aminophenyl)benzo[d]thiazol-2-yl)acetamide (0.030 g, 0.1 mmol), pyridine (0.03 g, 0.3 mmol) in dichloromethane (2 g, 24 mmol) was added 4-methoxybenzene-1-sulfonyl chloride (0.05 g, 0.2 mmol) at RT. The resultant was stirred for 4 h, and then pyrrolidine (0.02 g, 0.3 mmol) was added. The resulting mixture was concentrated and diluted with DMSO (2 ml) and purified by HPLC (5-95% acetonitrile in water). Collected pure solutions were concentrated and diluted with DCM, washed... The reactants are C(CCCCCCC)C1=CSC=C1 (3-octylthiophene), C1CC(=O)N(C1=O)Br (NBS), resultant product, O (water). Solvent: CN(C)C=O (DMF), CN(C)C=O (DMF). Run at time 8 hour. Product: BrC=1SC=CC1CCCCCCCC (2-bromo-3-octylthiophene). The yield is 89.9%. Reaction SMILES: [CH2:1]([C:9]1[CH:13]=[CH:12][S:11][CH:10]=1)[CH2:2][CH2:3][CH2:4][CH2:5][CH2:6][CH2:7][CH3:8].C1C(=O)N([Br:21])C(=O)C1.O>CN(C=O)C>[Br:21][C:10]1[S:11][CH:12]=[CH:13][C:9]=1[CH2:1][CH2:2][CH2:3][CH2:4][CH2:5][CH2:6][CH2:7][CH3:8]. Procedure: To a 250 mL of two-ported flask filled with 3-octylthiophene (10.00 g, 50.93 mmol) was added 60 mL of DMF. A solution of NBS (9.26 g, 52.03 mmol) in 60 mL of DMF was added dropwise in an iced saline bath. After addition was completed, the mixture was warmed to the room temperature and then stirred at this temperature overnight. The reaction was stopped and the resultant product was poured into 200 mL of water. The mixture was extracted with dichloromethane (60 mL×4). The organic phase was washed... Reported procedure: Ethyl 1,6-dihydro-2-(4-ethoxyanilino)-6-oxo-5-pyrimidinecarboxylate (10 g) and sodium hydroxide (3 g) are added to water (50 ml), and the mixture is refluxed with stirring for 1 hour. After cooling, the reaction mixture is acidified with acetic acid, and the resulting solid is collected by filtration and recrystallized from DMF. The precipitate is collected by filtration and added to water (50 ml), and the mixture is refluxed with stirring for 1 hour. After cooling, the resulting product is coll... Reaction SMILES: [CH2:1]([O:3][C:4]1[CH:22]=[CH:21][C:7]([NH:8][C:9]2[NH:10][C:11](=[O:20])[C:12]([C:15]([O:17]CC)=[O:16])=[CH:13][N:14]=2)=[CH:6][CH:5]=1)[CH3:2].[OH-].[Na+].O>C(O)(=O)C>[CH2:1]([O:3][C:4]1[CH:22]=[CH:21][C:7]([NH:8][C:9]2[NH:10][C:11](=[O:20])[C:12]([C:15]([OH:17])=[O:16])=[CH:13][N:14]=2)=[CH:6][CH:5]=1)[CH3:2] |f:1.2|. Reaction conditions: time 1 hour. Yields the product C(C)OC1=CC=C(NC=2NC(C(=CN2)C(=O)O)=O)C=C1 (1,6-dihydro-2-(4-ethoxyanilino)-6-oxo-5-pyrimidinecarboxylic acid). Reactants: C(C)OC1=CC=C(NC=2NC(C(=CN2)C(=O)OCC)=O)C=C1 (Ethyl 1,6-dihydro-2-(4-ethoxyanilino)-6-oxo-5-pyrimidinecarboxylate), [OH-].[Na+] (sodium hydroxide), O (water). The yield is 55.1%. Run in C(C)(=O)O (acetic acid).